From a dataset of the Open Reaction Database (ORD), a public repository of structured organic reaction records. describe an organic reaction: reactants, conditions, products, and yield Starting materials: COc1cccc(C(=O)Cl)c1, c1ccc(Cc2cc3ccccc3s2)cc1. Product: COc1cccc(C(=O)c2c(Cc3ccccc3)sc3ccccc23)c1. Reaction SMILES: [C:17]([c:18]1[cH:19][c:20]([O:24][CH3:25])[cH:21][cH:22][cH:23]1)(=[O:26])[Cl:27].[CH2:1]([c:2]1[cH:3][cH:4][cH:5][cH:6][cH:7]1)[c:8]1[cH:9][c:10]2[c:11]([s:12]1)[cH:13][cH:14][cH:15][cH:16]2>>[CH2:1]([c:2]1[cH:3][cH:4][cH:5][cH:6][cH:7]1)[c:8]1[c:9]([C:17]([c:18]2[cH:19][c:20]([O:24][CH3:25])[cH:21][cH:22][cH:23]2)=[O:26])[c:10]2[c:11]([s:12]1)[cH:13][cH:14][cH:15][cH:16]2.